From a dataset of the Open Reaction Database (ORD), a public repository of structured organic reaction records. describe an organic reaction: reactants, conditions, products, and yield The product is COC(=O)Cc1ccc(OC(=O)c2ccccc2)cc1[N+](=O)[O-]. Reaction SMILES: [Br:20][CH2:21][C:22](=[O:23])[O:24][CH3:25].[C:1]([c:2]1[cH:3][cH:4][cH:5][cH:6][cH:7]1)(=[O:8])[O:9][c:10]1[cH:11][c:12]([N+:17](=[O:18])[O-:19])[c:13]([OH:16])[cH:14][cH:15]1.[C:26](=[O:27])([O-:28])[O-:29].[CH3:32][C:33](=[O:34])[CH3:35].[CH3:36][OH:37].[K+:30].[K+:31]>>[C:1]([c:2]1[cH:3][cH:4][cH:5][cH:6][cH:7]1)(=[O:8])[O:9][c:10]1[cH:11][c:12]([N+:17](=[O:18])[O-:19])[c:13]([CH2:21][C:22](=[O:23])[O:24][CH3:25])[cH:14][cH:15]1. Starting materials: COC(=O)CBr, O=C(Oc1ccc(O)c([N+](=O)[O-])c1)c1ccccc1, O=C([O-])[O-], CC(C)=O, CO, [K+], [K+]. The reactants are O=C1NC(=O)c2ccccc21, CSC1=Nc2cccc3cccc1c23, CCO, ClCC#CCCl, I, I, [K], NN, [Na], O=C1c2ccccc2C(=O)N1CC#CCn1ccnc1. Product: C(#CCn1ccnc1)CNC1=Nc2cccc3cccc1c23. Reaction SMILES: [C:7]1(=[O:8])[NH:9][C:10](=[O:11])[c:12]2[cH:13][cH:14][cH:15][cH:16][c:17]21.[CH3:43][S:44][C:45]1=[N:46][c:47]2[cH:48][cH:49][cH:50][c:51]3[c:52]2[c:53]1[cH:54][cH:55][cH:56]3.[CH3:58][CH2:59][OH:60].[Cl:1][CH2:2][C:3]#[C:4][CH2:5][Cl:6].[IH:42].[IH:57].[K:18].[NH2:40][NH2:41].[Na:19].[n:20]1([CH2:25][C:26]#[C:27][CH2:28][N:29]2[C:30](=[O:31])[c:32]3[cH:33][cH:34][cH:35][cH:36][c:37]3[C:38]2=[O:39])[cH:21][n:22][cH:23][cH:24]1>>[n:20]1([CH2:25][C:26]#[C:27][CH2:28][NH:29][C:45]2=[N:46][c:47]3[cH:48][cH:49][cH:50][c:51]4[c:52]3[c:53]2[cH:54][cH:55][cH:56]4)[cH:21][n:22][cH:23][cH:24]1. Reactants: [Cl-].O[NH3+] (hydroxylammonium chloride), C(O)([O-])=O.[Na+] (sodium hydrogen carbonate), CS(=O)C (dimethyl sulfoxide), C(C)C=1N(C(C(=C(N1)CCC)CC1=CC=C(C=C1)C=1C(=CC=CC1)C#N)=O)C1=CC=C(C=C1)OC(COC)(C)C (4′-({2-ethyl-1-[4-(2-methoxy-1,1-dimethylethoxy)phenyl]-6-oxo-4-propyl-1,6-dihydropyrimidin-5-yl}methyl)biphenyl-2-carbonitrile). Solvent: O (water). Reaction conditions: temperature 40 celsius, time 30 minute. The product is C(C)C1=NC(=C(C(N1C1=CC=C(C=C1)OC(COC)(C)C)=O)CC1=CC=C(C=C1)C1=C(C=CC=C1)C1=NOC(N1)=O)CCC (2-ethyl-3-[4-(2-methoxy-1,1-dimethylethoxy)phenyl]-5-{[2′-(5-oxo-4,5-dihydro-1,2,4-oxadiazol-3-yl)biphenyl-4-yl]methyl}-6-propylpyrimidin-4(3H)-one). The yield is 60.0%. RXN SMILES: [Cl-].O[NH3+:3].[C:4](=[O:7])([O-])[OH:5].[Na+].CS(C)=O.[CH2:13]([C:15]1[N:16]([C:40]2[CH:45]=[CH:44][C:43]([O:46][C:47]([CH3:52])([CH3:51])[CH2:48][O:49][CH3:50])=[CH:42][CH:41]=2)[C:17](=[O:39])[C:18]([CH2:24][C:25]2[CH:30]=[CH:29][C:28]([C:31]3[C:32]([C:37]#[N:38])=[CH:33][CH:34]=[CH:35][CH:36]=3)=[CH:27][CH:26]=2)=[C:19]([CH2:21][CH2:22][CH3:23])[N:20]=1)[CH3:14]>O>[CH2:13]([C:15]1[N:16]([C:40]2[CH:45]=[CH:44][C:43]([O:46][C:47]([CH3:52])([CH3:51])[CH2:48][O:49][CH3:50])=[CH:42][CH:41]=2)[C:17](=[O:39])[C:18]([CH2:24][C:25]2[CH:26]=[CH:27][C:28]([C:31]3[CH:36]=[CH:35][CH:34]=[CH:33][C:32]=3[C:37]3[NH:3][C:4](=[O:7])[O:5][N:38]=3)=[CH:29][CH:30]=2)=[C:19]([CH2:21][CH2:22][CH3:23])[N:20]=1)[CH3:14] |f:0.1,2.3|. Reported procedure: A mixture of hydroxylammonium chloride (0.52 g), sodium hydrogen carbonate (0.74 g) and dimethyl sulfoxide (10 mL) was stirred at 40° C. for 30 min, 4′-({2-ethyl-1-[4-(2-methoxy-1,1-dimethylethoxy)phenyl]-6-oxo-4-propyl-1,6-dihydropyrimidin-5-yl}methyl)biphenyl-2-carbonitrile (0.24 g) was added, and the mixture was stirred at 90° C. for 24 hr. The mixture was allowed to cool to room temperature, water was added to the reaction mixture, and the precipitated solid was collected by filtration. The ... The reactants are ClC1=CC=C(C=C1)N1CCNCC1 (1-(4-chlorophenyl)piperazine), N=1NC(=C2CCCCC12)CCC(=O)O (3-(4,5,6,7-tetrahydro-2H-indazol-3-yl)propionic acid). The product is ClC1=CC=C(C=C1)C1CCNCC1 (4-(4-chlorophenyl)piperidine). Reaction SMILES: [Cl:1][C:2]1[CH:7]=[CH:6][C:5](N2CCNCC2)=[CH:4][CH:3]=1.N1[NH:15][C:16](CCC(O)=O)=[C:17]2C=1C[CH2:20][CH2:19][CH2:18]2>>[Cl:1][C:2]1[CH:3]=[CH:4][C:5]([CH:18]2[CH2:19][CH2:20][NH:15][CH2:16][CH2:17]2)=[CH:6][CH:7]=1. Procedure: In the same manner as in Example 102 except that 3-(5-benzoyl-4,5,6,7-tetrahydro-2H-pyrazolo[4,3-c]pyridin-3-yl)propionic acid obtained in Starting Material Synthesis Example 8 and 1-(4-chlorophenyl)piperazine were used instead of 3-(4,5,6,7-tetrahydro-2H-indazol-3-yl)propionic acid obtained in Stating Material Synthesis Example 1 and 4-(4-chlorophenyl)piperidine, 5-benzyl-3-(3-(4-(4chlorophenyl)piperazin-1-yl)propyl)-4,5,6,7-tetrahydro-2H-pyrazolo[4,3-c]pyridine was obtained. The reactants are BrC1C2=C(C=CC3=C1C=CC(=C3)C(C(=O)O)C)C=CC=C2 (2-(5-bromo-5H-dibenzo[a,d]cyclohepten-2-yl)propionic acid), O1CCCC1 (tetrahydrofuran), C([O-])([O-])=O.[Na+].[Na+] (sodium carbonate). The solvent is O (water). Yields the product OC1C2=C(C=CC3=C1C=CC(=C3)C(C(=O)O)C)C=CC=C2 (2-(5-hydroxy-5H-dibenzo[a,d]cyclohepten-2-yl)propionic acid). Isolated yield 40.0%. RXN SMILES: Br[CH:2]1[C:8]2[CH:9]=[CH:10][C:11]([CH:13]([CH3:17])[C:14]([OH:16])=[O:15])=[CH:12][C:7]=2[CH:6]=[CH:5][C:4]2[CH:18]=[CH:19][CH:20]=[CH:21][C:3]1=2.[O:22]1CCCC1.C(=O)([O-])[O-].[Na+].[Na+]>O>[OH:22][CH:2]1[C:8]2[CH:9]=[CH:10][C:11]([CH:13]([CH3:17])[C:14]([OH:16])=[O:15])=[CH:12][C:7]=2[CH:6]=[CH:5][C:4]2[CH:18]=[CH:19][CH:20]=[CH:21][C:3]1=2 |f:2.3.4|. Procedure: 0.5 Gm. of 2-(5-bromo-5H-dibenzo[a,d]cyclohepten-2-yl)propionic acid is refluxed for 3 hours in 10 ml. of tetrahydrofuran and 25 ml. of water containing 0.5 gm. of sodium carbonate. The solution is cooled and washed with ether. The aqueous solution is then acidified with 0.5 N hydrochloric acid and extracted with ethyl acetate. The extract is washed, dried and evaporated to afford a 40% yield of 2-(5-hydroxy-5H-dibenzo[a,d]cyclohepten-2-yl)propionic acid. Starting materials: C(C)N=C=S (Ethylisothiocyanate), C(CC)(=O)C=1C(CC(CC1O)C1=C(C(=C(C=C1C)C)N)C)=O (2-propionyl-3-hydroxy-5-(3-amino-2,4,6-trimethylphenyl)cyclohex-2-en-1-one), C(Cl)Cl (methylene chloride). Run in C(C)O (ethanol). Reaction conditions: time 4 day. Product: C(CC)(=O)C=1C(CC(CC1O)C1=C(C(=C(C=C1C)C)NC(=S)NCC)C)=O (2-propionyl-3-hydroxy-5-(3-ethylthioureido-2,4,6-trimethylphenyl)cyclohex-2-en-1-one). Yield: 31.0%. RXN SMILES: [CH2:1]([N:3]=[C:4]=[S:5])[CH3:2].[C:6]([C:10]1[C:11](=[O:27])[CH2:12][CH:13]([C:17]2[C:22]([CH3:23])=[CH:21][C:20]([CH3:24])=[C:19]([NH2:25])[C:18]=2[CH3:26])[CH2:14][C:15]=1[OH:16])(=[O:9])[CH2:7][CH3:8].C(Cl)Cl>C(O)C>[C:6]([C:10]1[C:11](=[O:27])[CH2:12][CH:13]([C:17]2[C:22]([CH3:23])=[CH:21][C:20]([CH3:24])=[C:19]([NH:25][C:4]([NH:3][CH2:1][CH3:2])=[S:5])[C:18]=2[CH3:26])[CH2:14][C:15]=1[OH:16])(=[O:9])[CH2:7][CH3:8]. Reported procedure: Ethylisothiocyanate (0.35 g, 3.98 mmol) was added to a solution of 2-propionyl-3-hydroxy-5-(3-amino-2,4,6-trimethylphenyl)cyclohex-2-en-1-one (1.0 g, 3.32 mmol) in ethanol (5 ml). Stirring was continued at 20° for 4 days. Dilute acid and methylene chloride were added. The organic layer was washed with water, dried over anhydrous magnesium sulfate and concentrated. The crude product was purified by chromatography on silica gel (elution with an increasing gradient of methanol in methylene chloride... The reactants are FC(C(=O)O)(F)F (Trifluoroacetic acid), O1COC2=C1C=CC(=C2)NC2=C(C(=O)OC(C)(C)C)C=CC(=C2)C2=CC(=CC=C2)OC(=O)OC(C)(C)C (tert-butyl 2-((benzo-1,3-dioxol-5-yl)amino)-4-(3-(tert-butoxycarbonyloxy)phenyl)benzoate). Conditions: time 3 hour. Yields the product O1COC2=C1C=CC(=C2)NC2=C(C(=O)O)C=CC(=C2)C2=CC(=CC=C2)O (2-((benzo-1,3-dioxol-5-yl)amino)-4-(3-hydroxyphenyl)benzoic acid). RXN SMILES: FC(F)(F)C(O)=O.[O:8]1[C:12]2[CH:13]=[CH:14][C:15]([NH:17][C:18]3[CH:30]=[C:29]([C:31]4[CH:36]=[CH:35][CH:34]=[C:33]([O:37]C(OC(C)(C)C)=O)[CH:32]=4)[CH:28]=[CH:27][C:19]=3[C:20]([O:22]C(C)(C)C)=[O:21])=[CH:16][C:11]=2[O:10][CH2:9]1>>[O:8]1[C:12]2[CH:13]=[CH:14][C:15]([NH:17][C:18]3[CH:30]=[C:29]([C:31]4[CH:36]=[CH:35][CH:34]=[C:33]([OH:37])[CH:32]=4)[CH:28]=[CH:27][C:19]=3[C:20]([OH:22])=[O:21])=[CH:16][C:11]=2[O:10][CH2:9]1. Reported procedure: Trifluoroacetic acid 5.0 mL was added to the obtained tert-butyl 2-((benzo-1,3-dioxol-5-yl)amino)-4-(3-(tert-butoxycarbonyloxy)phenyl)benzoate, and it was stirred at room temperature for 3 hours. The solvent was removed under reduced pressure, and the obtained residue was refined by reversed-phase silica gel column chromatography [eluent; 50-90% acetonitrile/0.1% trifluoroacetic acid aqueous solution] to give 2-((benzo-1,3-dioxol-5-yl)amino)-4-(3-hydroxyphenyl)benzoic acid 17 mg of a yellow soli... Reactants: FC=1C=C(C=CC1F)C(CC(=O)O)CC(=O)O (3-(3,4-Difluorophenyl)glutaric acid). Solvent: C(C)(=O)Cl (acetyl chloride). Yields the product FC=1C=C(C=CC1F)C1CC(=O)OC(C1)=O (3-(3,4-Difluorophenyl)glutaric anhydride). Yield: 94.8%. RXN SMILES: [F:1][C:2]1[CH:3]=[C:4]([CH:9]([CH2:14][C:15]([OH:17])=[O:16])[CH2:10][C:11]([OH:13])=O)[CH:5]=[CH:6][C:7]=1[F:8]>C(Cl)(=O)C>[F:1][C:2]1[CH:3]=[C:4]([CH:9]2[CH2:10][C:11](=[O:13])[O:17][C:15](=[O:16])[CH2:14]2)[CH:5]=[CH:6][C:7]=1[F:8]. Reported procedure: 3-(3,4-Difluorophenyl)glutaric acid (7.4 g) was treated with acetyl chloride (50 mL) and the resulting mixture heated at reflux for 5 hours. The cooled reaction mixture was then azeotroped with toluene (3×100 mL) and concentrated under reduced pressure. The residue was slurried with diethyl ether and filtered to afford the title compound (6.5 g). Starting materials: [Br-].O(C1=CC=CC=C1)CC[P+](C1=CC=CC=C1)(C1=CC=CC=C1)C1=CC=CC=C1 (β-phenoxyethyltriphenyl phosphonium-bromide), CN (methylamine). The solvent is C(C)O (ethanol). Yields the product [Br-].CNCC[P+](C1=CC=CC=C1)(C1=CC=CC=C1)C1=CC=CC=C1 (β-methylaminoethyltriphenylphosphonium bromide). As a reaction SMILES: [Br-:1].O([CH2:9][CH2:10][P+:11]([C:24]1[CH:29]=[CH:28][CH:27]=[CH:26][CH:25]=1)([C:18]1[CH:23]=[CH:22][CH:21]=[CH:20][CH:19]=1)[C:12]1[CH:17]=[CH:16][CH:15]=[CH:14][CH:13]=1)C1C=CC=CC=1.[CH3:30][NH2:31]>C(O)C>[Br-:1].[CH3:30][NH:31][CH2:9][CH2:10][P+:11]([C:24]1[CH:29]=[CH:28][CH:27]=[CH:26][CH:25]=1)([C:18]1[CH:23]=[CH:22][CH:21]=[CH:20][CH:19]=1)[C:12]1[CH:17]=[CH:16][CH:15]=[CH:14][CH:13]=1 |f:0.1,4.5|. Reported procedure: The required β-methylaminoethyltriphenylphosphonium bromide was prepared by heating a mixture of β-phenoxyethyltriphenyl phosphonium-bromide (46.2 g.) dissolved in ethanol (80 ml.) and 33% ethanolic methylamine (130 ml.) in an autoclave at 100° C for 3 hours. After cooling, the produce was precipitated by addition of dry ether (2 l.) filtered, washed with ether and dried, and had a melting point of 226° C.